Dataset: the Open Reaction Database (ORD), a public repository of structured organic reaction records. Task: describe an organic reaction: reactants, conditions, products, and yield The reactants are OCCN1C=NC2=C1C=C(C(=C2)C)C (1-(2-hydroxyethyl)-5,6-dimethylbenzimidazole), [NH+]1=CC=CC=C1.C(#N)CCOP([O-])([O-])=O.[NH+]1=CC=CC=C1 (2-cyanoethylphosphoric acid pyridinium salt), hydrogen ion. The solvent is O (water), N1=CC=CC=C1 (pyridine). Product: CC1=CC2=C(N=C(N2)CCOP(O)(O)=O)C=C1C (2-(5,6-dimethylbenzimidazolyl)ethylphosphoric acid). Conditions: time 2 day. Reaction SMILES: OCC[N:4]1[C:8]2[CH:9]=[C:10]([CH3:14])[C:11]([CH3:13])=[CH:12][C:7]=2[N:6]=[CH:5]1.[NH+]1C=CC=CC=1.C([CH2:23][CH2:24][O:25][P:26](=[O:29])([O-:28])[O-:27])#N.[NH+]1C=CC=CC=1>N1C=CC=CC=1.O>[CH3:14][C:10]1[C:11]([CH3:13])=[CH:12][C:7]2[N:6]=[C:5]([CH2:23][CH2:24][O:25][P:26](=[O:27])([OH:29])[OH:28])[NH:4][C:8]=2[CH:9]=1 |f:1.2.3|. Procedure details: A 0.19 g amount of the crude 1-(2-hydroxyethyl)-5,6-dimethylbenzimidazole and 2 ml of 2-cyanoethylphosphoric acid pyridinium salt solution (1 mmol/ml) were dissolved in 20 ml of dry pyridine, and the solution was concentrated to dryness under a reduced pressure. This process was repeated twice more, and further, the dried material was thoroughly dried by a vacuum pump, dissolved in 20 ml of dry pyridine, 1.67 g of dicyclohexylcarbodiimide was added thereto, and the mixture was stored at room tem...